From a dataset of the Open Reaction Database (ORD), a public repository of structured organic reaction records. describe an organic reaction: reactants, conditions, products, and yield Reactants: CC1=CC=C(C=C1)S(=O)(=O)OC1=C(C=CC(=C1)C)N (2-amino-5-methylphenyl 4-methylbenzene sulfonate). Solvent: Cl (hydrochloric acid), stannous chloride, Cl (hydrochloric acid), N(=O)[O-].[Na+] (sodium nitrite), O (water). Reaction SMILES: [CH3:1][C:2]1[CH:7]=[CH:6][C:5]([S:8]([O:11][C:12]2[CH:17]=[C:16]([CH3:18])[CH:15]=[CH:14][C:13]=2[NH2:19])(=[O:10])=[O:9])=[CH:4][CH:3]=1>N([O-])=O.[Na+].O.Cl>[CH3:1][C:2]1[CH:7]=[CH:6][C:5]([S:8]([O:11][C:12]2[CH:17]=[C:16]([CH3:18])[CH:15]=[CH:14][C:13]=2[N:19]2[C:17]([CH3:16])=[CH:12][C:13]([CH3:14])=[N:19]2)(=[O:10])=[O:9])=[CH:4][CH:3]=1 |f:1.2|. Yield: 68.6%. Reported procedure: To 453 mg of 2-amino-5-methylphenyl 4-methylbenzene sulfonate was added 1.6 ml of 5N-hydrochloric acid, and a solution in which 146 mg of sodium nitrite was dissolved in 1 ml of water was added dropwise at 0° C., and stirred for 30 minutes. Then, a solution in which 736 mg of stannous chloride was dissolved in 0.8 ml of 5N-hydrochloric acid was added dropwise at 0° C. and stirred for 1 hour. The solvent was distilled off under reduced pressure, 3.2 ml of ethanol and 167 μl of acetyl acetone were... The product is CC1=CC=C(C=C1)S(=O)(=O)OC1=C(C=CC(=C1)C)N1N=C(C=C1C)C (2-(3,5-Dimethyl-1H-pyrazol-1-yl)-5-methylphenyl 4-methylbenzene sulfonate). Run at time 30 minute. Reactants: Cl.ClCCN(CC)CC (N-(2-chloroethyl)-N,N-diethylamine hydrochloride), O (Water), C1(=CC=CC2=CC=CC=C12)CCO (2-(1-naphthyl)-1-ethanol), [OH-].[Na+] (sodium hydroxide). The reagents and catalysts are S(=O)(=O)(O)[O-].C(CCC)[N+](CCCC)(CCCC)CCCC (tetra-n-butylammonium hydrogen sulfate). The solvent is C1(=CC=CC=C1)C (toluene), C1(=CC=CC=C1)C (toluene). Yields the product C(C)N(CCOCCC1=CC=CC2=CC=CC=C12)CC (N,N-diethyl-N-{2-[2-(1-naphthyl)ethoxy]ethyl}-amine). The yield is 96.1%. As a reaction SMILES: [OH-].[Na+].[C:3]1([CH2:13][CH2:14][OH:15])[C:12]2[C:7](=[CH:8][CH:9]=[CH:10][CH:11]=2)[CH:6]=[CH:5][CH:4]=1.Cl.Cl[CH2:18][CH2:19][N:20]([CH2:23][CH3:24])[CH2:21][CH3:22].O>C1(C)C=CC=CC=1.S([O-])(O)(=O)=O.C([N+](CCCC)(CCCC)CCCC)CCC>[CH2:19]([N:20]([CH2:23][CH3:24])[CH2:21][CH2:22][O:15][CH2:14][CH2:13][C:3]1[C:12]2[C:7](=[CH:8][CH:9]=[CH:10][CH:11]=2)[CH:6]=[CH:5][CH:4]=1)[CH3:18] |f:0.1,3.4,7.8|. Procedure: In a mixture of 1 mL of toluene and 3.5 ml of 50% (W/V) aqueous solution of sodium hydroxide is suspended 0.70 g of 2-(1-naphthyl)-1-ethanol, to which are added 1.00 g of N-(2-chloroethyl)-N,N-diethylamine hydrochloride and 0.14 g of tetra-n-butylammonium hydrogen sulfate. The mixture is heated under reflux for 2.5 hours. Water and toluene are added to the reaction mixture, and the organic layer is separated. The organic layer is washed with water and saturated aqueous solution of sodium chlorid... The reactants are C(C)OC(=O)C=1N=C(SC1)N(C1=CC(=C(C=C1)OC)OC)C(C1=C(C=C(C=C1)Cl)Cl)=O (2-[(2,4-Dichloro-benzoyl)-(3,4-dimethoxy-phenyl)-amino]-thiazole-4-carboxylic acid ethyl ester), C(C)(=O)O (acetic acid), Cl (HCl). Solvent: O1CCOCC1 (dioxane). Run at temperature 60 celsius. Product: ClC1=C(C(=O)N(C=2SC=C(N2)C(=O)O)C2=CC(=C(C=C2)OC)OC)C=CC(=C1)Cl (2-[(2,4-Dichloro-benzoyl)-(3,4-dimethoxy-phenyl)-amino]-thiazole-4-carboxylic acid). As a reaction SMILES: C([O:3][C:4]([C:6]1[N:7]=[C:8]([N:11]([C:22](=[O:31])[C:23]2[CH:28]=[CH:27][C:26]([Cl:29])=[CH:25][C:24]=2[Cl:30])[C:12]2[CH:17]=[CH:16][C:15]([O:18][CH3:19])=[C:14]([O:20][CH3:21])[CH:13]=2)[S:9][CH:10]=1)=[O:5])C.C(O)(=O)C.Cl>O1CCOCC1>[Cl:30][C:24]1[CH:25]=[C:26]([Cl:29])[CH:27]=[CH:28][C:23]=1[C:22]([N:11]([C:12]1[CH:17]=[CH:16][C:15]([O:18][CH3:19])=[C:14]([O:20][CH3:21])[CH:13]=1)[C:8]1[S:9][CH:10]=[C:6]([C:4]([OH:5])=[O:3])[N:7]=1)=[O:31]. Reported procedure: A mixture of 2.25 g (4.68 mmol) 2-[(2,4-Dichloro-benzoyl)-(3,4-dimethoxy-phenyl)-amino]-thiazole-4-carboxylic acid ethyl ester, 2.5 ml acetic acid and 7.5 ml HCl conc. in 10 ml dioxane was heated to 60° C. for 2 h. The precipitate was filtered off and washed with dioxane to yield after drying 0.566 g (22%) of the title compound. MS (m/e): 453.0 (MH+, 100%) Reactants: CC(C)S(=O)(=O)Cl, Cl, Cl, c1cc2c(cc1OCCCN1CCCCC1)CNCC2. The product is CC(C)S(=O)(=O)N1CCc2ccc(OCCCN3CCCCC3)cc2C1. Reaction SMILES: [CH:23]([CH3:24])([CH3:25])[S:26](=[O:27])(=[O:28])[Cl:29].[ClH:1].[ClH:2].[N:3]1([CH2:9][CH2:10][CH2:11][O:12][c:13]2[cH:14][cH:15][c:16]3[c:21]([cH:22]2)[CH2:20][NH:19][CH2:18][CH2:17]3)[CH2:4][CH2:5][CH2:6][CH2:7][CH2:8]1>>[N:3]1([CH2:9][CH2:10][CH2:11][O:12][c:13]2[cH:14][cH:15][c:16]3[c:21]([cH:22]2)[CH2:20][N:19]([S:26]([CH:23]([CH3:24])[CH3:25])(=[O:27])=[O:28])[CH2:18][CH2:17]3)[CH2:4][CH2:5][CH2:6][CH2:7][CH2:8]1.